This data is from the Open Reaction Database (ORD), a public repository of structured organic reaction records. The task is: describe an organic reaction: reactants, conditions, products, and yield Reactants: C(=O)(N1C=NC=C1)N1C=NC=C1 (1,1′-carbonylbis-1H-imidazole), FC1=CC=2C3=C(NC2C=C1)C(N(N=C3CC(=O)O)C3=CC=CC=C3)=O (8-fluoro-4-oxo-3-phenyl-3,5-dihydro-4H-pyridazino[4,5-b]indole-1-acetic acid), O (water), CNC (dimethylamine). The solvent is O1CCCC1 (tetrahydrofuran). Conditions: time 2 hour. Yields the product FC1=CC=2C3=C(NC2C=C1)C(N(N=C3CC(=O)N(C)C)C3=CC=CC=C3)=O (8-Fluoro-N,N-dimethyl-4-oxo-3-phenyl-3,5-dihydro-4H-pyridazino[4,5-b]indole-1-acetamide). The yield is 24.7%. As a reaction SMILES: [C:1](N1C=CN=C1)([N:3]1C=CN=[CH:4]1)=O.[F:13][C:14]1[CH:22]=[CH:21][C:20]2[NH:19][C:18]3[C:23](=[O:37])[N:24]([C:31]4[CH:36]=[CH:35][CH:34]=[CH:33][CH:32]=4)[N:25]=[C:26]([CH2:27][C:28]([OH:30])=O)[C:17]=3[C:16]=2[CH:15]=1.CNC.O>O1CCCC1>[F:13][C:14]1[CH:22]=[CH:21][C:20]2[NH:19][C:18]3[C:23](=[O:37])[N:24]([C:31]4[CH:36]=[CH:35][CH:34]=[CH:33][CH:32]=4)[N:25]=[C:26]([CH2:27][C:28]([N:3]([CH3:4])[CH3:1])=[O:30])[C:17]=3[C:16]=2[CH:15]=1. Procedure details: A suspension of 1.7 g (10.5 mmol) of 1,1′-carbonylbis-1H-imidazole and of 3 g (8.9 mmol) of 8-fluoro-4-oxo-3-phenyl-3,5-dihydro-4H-pyridazino[4,5-b]indole-1-acetic acid in 300 ml of tetrahydrofuran is stirred at 40° C. for 3 h. The mixture is cooled to room temperature, 10 ml of liquefied dimethylamine are added and the mixture is stirred for 2 h. After standing overnight, 300 ml of water are added and the precipitate is collected by filtration and recrystallized from dimethylformamide. 0.8 g (2... Reactants: C(#N)[BH3-].[Na+] (Sodium cyanoborohydride), CC1=C(C=CC=C1)C1=C(C=C(C=C1)C1=NC(=NO1)C1=CC=C(C=O)C=C1)C(F)(F)F (4-(5-(2′-methyl-2-(trifluoromethyl)biphenyl-4-yl)-1,2,4-oxadiazol-3-yl)benzaldehyde), N[C@H](C(=O)O)CC ((S)-2-aminobutanoic acid), C=O (formaldehyde), 3-4, C(#N)[BH3-].[Na+] (sodium cyanoborohydride). Solvent: CO (methanol), C(C)(=O)O (acetic acid), C(Cl)Cl (DCM), CC(=O)O (AcOH). Conditions: time 8 hour. Yields the product CN([C@H](C(=O)O)CC)CC1=CC=C(C=C1)C1=NOC(=N1)C1=CC(=C(C=C1)C1=C(C=CC=C1)C)C(F)(F)F ((2S)-2-(methyl(4-(5-(2′-methyl-2-(trifluoromethyl)biphenyl-4-yl)-1,2,4-oxadiazol-3-yl)benzyl)amino)butanoic acid). As a reaction SMILES: [C:1]([BH3-])#N.[Na+].[CH3:5][C:6]1[CH:11]=[CH:10][CH:9]=[CH:8][C:7]=1[C:12]1[CH:17]=[CH:16][C:15]([C:18]2[O:22][N:21]=[C:20]([C:23]3[CH:30]=[CH:29][C:26]([CH:27]=O)=[CH:25][CH:24]=3)[N:19]=2)=[CH:14][C:13]=1[C:31]([F:34])([F:33])[F:32].[NH2:35][C@@H:36]([CH2:40][CH3:41])[C:37]([OH:39])=[O:38].C=O>CO.CC(O)=O.C(Cl)Cl>[CH3:1][N:35]([CH2:27][C:26]1[CH:29]=[CH:30][C:23]([C:20]2[N:19]=[C:18]([C:15]3[CH:16]=[CH:17][C:12]([C:7]4[CH:8]=[CH:9][CH:10]=[CH:11][C:6]=4[CH3:5])=[C:13]([C:31]([F:32])([F:34])[F:33])[CH:14]=3)[O:22][N:21]=2)=[CH:24][CH:25]=1)[C@@H:36]([CH2:40][CH3:41])[C:37]([OH:39])=[O:38] |f:0.1|. Reported procedure: Sodium cyanoborohydride (18 mg; 0.28 mmol) was added to a solution of 4-(5-(2′-methyl-2-(trifluoromethyl)biphenyl-4-yl)-1,2,4-oxadiazol-3-yl)benzaldehyde (Example 54, step 2, 103 mg; 0.25 mmol) and (S)-2-aminobutanoic acid (52 mg; 0.50 mmol) in a mixture of methanol (3 mL), DCM (3 mL) and acetic acid (38 μl). The mixture was stirred at room temperature overnight and was filtered through a frit under positive pressure. To the filtrate was added formaldehyde (37% aqueous solution; 204 mg, 2.51 mmo... As a reaction SMILES: [CH2:1]([O:3][C:4](=[O:2])[CH2:5][CH2:6][c:7]1[c:8]([O:14][CH3:15])[cH:9][cH:10][c:11]([F:13])[cH:12]1)[CH3:16].[CH3:17][CH:18]([CH2:19][AlH:20][CH2:21][CH:22]([CH3:23])[CH3:24])[CH3:25].[CH3:26][OH:27].[CH3:29][c:30]1[cH:31][cH:32][cH:33][cH:34][cH:35]1.[ClH:28]>>[O:3]=[CH:4][CH2:5][CH2:6][c:7]1[c:8]([O:14][CH3:15])[cH:9][cH:10][c:11]([F:13])[cH:12]1. The reactants are CCOC(=O)CCc1cc(F)ccc1OC, CC(C)C[AlH]CC(C)C, CO, Cc1ccccc1, Cl. Yields the product COc1ccc(F)cc1CCC=O. The reactants are COc1cccc(-c2noc3ccsc23)c1, CCOC(C)=O, ClCCl, Cl, O, c1ccncc1. Product: Oc1cccc(-c2noc3ccsc23)c1. RXN SMILES: [CH3:1][O:2][c:3]1[cH:4][c:5](-[c:9]2[n:10][o:11][c:12]3[c:13]2[s:14][cH:15][cH:16]3)[cH:6][cH:7][cH:8]1.[CH3:24][CH2:25][O:26][C:27](=[O:28])[CH3:29].[Cl:30][CH2:31][Cl:32].[ClH:17].[OH2:33].[n:18]1[cH:19][cH:20][cH:21][cH:22][cH:23]1>>[OH:2][c:3]1[cH:4][c:5](-[c:9]2[n:10][o:11][c:12]3[c:13]2[s:14][cH:15][cH:16]3)[cH:6][cH:7][cH:8]1. Starting materials: COC(C([C@H](CC1=CC=CC=C1)NC(=O)OC(C)(C)C)=O)=O ((3S)-[(t-butoxycarbonyl)amino]-2-oxo-4-phenylbutyric acid methyl ester), Cl (hydrochloric acid). Reaction conditions: time 5 hour. Product: COC([C@H]([C@H](CC1=CC=CC=C1)NC(=O)OC(C)(C)C)O)=O ((2S,3S)-3-[(t-butoxycarbonyl)amino]-2-hydroxy-4-phenylbutyricacid methyl ester). Reaction SMILES: [CH3:1][O:2][C:3](=[O:22])[C:4](=[O:21])[C@@H:5]([NH:13][C:14]([O:16][C:17]([CH3:20])([CH3:19])[CH3:18])=[O:15])[CH2:6][C:7]1[CH:12]=[CH:11][CH:10]=[CH:9][CH:8]=1.Cl>>[CH3:1][O:2][C:3](=[O:22])[C@@H:4]([OH:21])[C@@H:5]([NH:13][C:14]([O:16][C:17]([CH3:18])([CH3:19])[CH3:20])=[O:15])[CH2:6][C:7]1[CH:12]=[CH:11][CH:10]=[CH:9][CH:8]=1. Procedure: To the thus-prepared reducing agent was added 81.0 mg (0.26 mmol) of (3S)-[(t-butoxycarbonyl)amino]-2-oxo-4-phenylbutyric acid methyl ester, and the mixture was stirred at room temperature for 5 hours. After hydrolysis with 1 N hydrochloric acid, the reaction mixture was extracted with ethyl acetate.